This data is from the Open Reaction Database (ORD), a public repository of structured organic reaction records. The task is: describe an organic reaction: reactants, conditions, products, and yield Starting materials: CNC (dimethylamine), CNC (dimethylamine), C=O (formaldehyde), FC(C=1C=C(C=CC1)O)(F)F (3-trifluoromethylphenol), CNC (dimethylamine), C=O (formaldehyde), C=O (formaldehyde), O (water). Conditions: temperature 15 celsius, time 20 hour. The product is OC1=C(CN(C)C)C=CC(=C1)C(F)(F)F (2-hydroxy-4-(trifluoromethyl)-N,N-dimethylbenzylamine). RXN SMILES: [F:1][C:2]([F:11])([F:10])[C:3]1[CH:4]=[C:5]([OH:9])[CH:6]=[CH:7][CH:8]=1.[CH2:12]=O.O.[CH3:15][NH:16][CH3:17]>>[OH:9][C:5]1[CH:4]=[C:3]([C:2]([F:10])([F:11])[F:1])[CH:8]=[CH:7][C:6]=1[CH2:15][N:16]([CH3:12])[CH3:17]. Procedure: 195 g of 3-trifluoromethylphenol are initially charged in 160 ml of 40% aqueous dimethylamine solution and cooled to 15° C. At 155° C., 108 ml of 37% aqueous formaldehyde solution are added dropwise within 40 min. Subsequently, the mixture is stirred at room temperature for 20 hours. The mixture is cooled again to 15° C., admixed with 8 ml of 40% aqueous dimethylamine solution and 5.5 ml of 37% aqueous formaldehyde solution are added dropwise. Subsequently, the mixture is stirred at room tempera... Reactants: COCCNC(=O)c1cccc(C2Nc3ccc(C(=O)OC)cc3CC2(C)C)c1, CO, Cl, [Na+], [OH-], O. Product: COCCNC(=O)c1cccc(C2Nc3ccc(C(=O)O)cc3CC2(C)C)c1. As a reaction SMILES: [CH3:1][O:2][CH2:3][CH2:4][NH:5][C:6](=[O:7])[c:8]1[cH:9][c:10]([CH:14]2[NH:15][c:16]3[cH:17][cH:18][c:19]([C:26](=[O:27])[O:28][CH3:29])[cH:20][c:21]3[CH2:22][C:23]2([CH3:24])[CH3:25])[cH:11][cH:12][cH:13]1.[CH3:33][OH:34].[ClH:32].[Na+:31].[OH-:30].[OH2:35]>>[CH3:1][O:2][CH2:3][CH2:4][NH:5][C:6](=[O:7])[c:8]1[cH:9][c:10]([CH:14]2[NH:15][c:16]3[cH:17][cH:18][c:19]([C:26](=[O:27])[OH:28])[cH:20][c:21]3[CH2:22][C:23]2([CH3:24])[CH3:25])[cH:11][cH:12][cH:13]1. Starting materials: FC1=CC2=C(C(=NO2)C2CCNCC2)C=C1 (6-fluoro-3-(4-piperidinyl)-1,2-benzisoxazole), C(=O)([O-])[O-].[K+].[K+] (K2CO3), BrCCCOC1=CC=C(C=C1)C(C)=O (1-[4-(3-bromopropoxy)phenyl]ethanone). Solvent: C(C)#N (acetonitrile). Yields the product FC1=CC2=C(C(=NO2)C2CCN(CC2)CCCOC2=CC=C(C=C2)C(C)=O)C=C1 (1-[4-[3-[4-(6-fluoro-1,2-benzisoxazol-3-yl)-1-piperidinyl]propoxy)phenyl]ethanone). Yield: 47.7%. Reaction SMILES: [F:1][C:2]1[CH:16]=[CH:15][C:5]2[C:6]([CH:9]3[CH2:14][CH2:13][NH:12][CH2:11][CH2:10]3)=[N:7][O:8][C:4]=2[CH:3]=1.C([O-])([O-])=O.[K+].[K+].Br[CH2:24][CH2:25][CH2:26][O:27][C:28]1[CH:33]=[CH:32][C:31]([C:34](=[O:36])[CH3:35])=[CH:30][CH:29]=1>C(#N)C>[F:1][C:2]1[CH:16]=[CH:15][C:5]2[C:6]([CH:9]3[CH2:10][CH2:11][N:12]([CH2:24][CH2:25][CH2:26][O:27][C:28]4[CH:33]=[CH:32][C:31]([C:34](=[O:36])[CH3:35])=[CH:30][CH:29]=4)[CH2:13][CH2:14]3)=[N:7][O:8][C:4]=2[CH:3]=1 |f:1.2.3|. Reported procedure: A mixture of 6-fluoro-3-(4-piperidinyl)-1,2-benzisoxazole (3.27 g, 14.8 mmol), K2CO3 (3 g), 1-[4-(3-bromopropoxy)phenyl]ethanone (4.5 g, 17.5 mmol) in acetonitrile (60 ml) was heated at reflux for 4 hours. The solvent was removed. The residue was dissolved in dichloromethane (300 ml) and washed with water and brine, then dried over MgSO4. The crude product from the evaporated solution was purified by flash chromatography (SiO2, 60 g; eluted with 1% methanol in dichloromethane, 1 liter). The pure... Conditions: time 7.5 hour. Solvent: CO (methanol). Reported procedure: 3 g of Pearlman's catalyst (Pd(OH)2 on carbon, 20%) is added to 10 g (43.23 mmol) of 5-benzyloxy-2,2-dimethyl-3-keto-pentane-nitrile of the title compound of Example 10a, dissolved in 100 ml of methanol. It is now hydrogenated for 7.5 hours at 10 bar and at room temperature. Catalyst is filtered out, and the filtrate is evaporated to the dry state in a vacuum. Reaction SMILES: C([O:8][CH2:9][CH2:10][C:11](=[O:17])[C:12]([CH3:16])([CH3:15])[C:13]#[N:14])C1C=CC=CC=1>[OH-].[OH-].[Pd+2].CO>[OH:8][CH2:9][CH2:10][C:11](=[O:17])[C:12]([CH3:16])([CH3:15])[C:13]#[N:14] |f:1.2.3|. Reagents/catalysts: [OH-].[OH-].[Pd+2] (Pearlman's catalyst). Starting materials: C(C1=CC=CC=C1)OCCC(C(C#N)(C)C)=O (5-benzyloxy-2,2-dimethyl-3-keto-pentane-nitrile), C(C1=CC=CC=C1)OCCC(C(C#N)(C)C)=O (5-Benzyloxy-2,2-dimethyl-3-keto-pentane-nitrile). The product is OCCC(C(C#N)(C)C)=O (5-Hydroxy-2,2-dimethyl-3-keto-pentane-nitrile). The product is ClC=1C=C(C(=O)N)C=CC1C1=NC2=CC=C(C=C2C=C1)O (3-chloro-4-(6-hydroxyquinolin-2-yl)benzamide). Conditions: temperature 30 celsius, time 1 hour. Procedure details: A mixture of 3-chloro-4-(6-hydroxyquinolin-2-yl)benzoic acid (Compound 8, Example 8) (400 mg, 1.33 mmol) and SOCl2 (10 mL) was refluxed for 1 hour, then concentrated under reduced pressure to give crude product (400 mg) as off-white solid. To this solid was added NH4OH (10 mL) and the reaction mixture was stirred at 30° C. for 1 hour. The resulting mixture was acidified with aqueous HCl (2 M) until pH=6 and extracted with EtOAc (50 mL×3), dried over Na2SO4 and concentrated to give crude product ... Reactants: ClC=1C=C(C(=O)O)C=CC1C1=NC2=CC=C(C=C2C=C1)O (3-chloro-4-(6-hydroxyquinolin-2-yl)benzoic acid), ClC=1C=C(C(=O)O)C=CC1C1=NC2=CC=C(C=C2C=C1)O (3-chloro-4-(6-hydroxyquinolin-2-yl)benzoic acid), O=S(Cl)Cl (SOCl2), Cl (HCl), [NH4+].[OH-] (NH4OH). RXN SMILES: [Cl:1][C:2]1[CH:3]=[C:4]([CH:8]=[CH:9][C:10]=1[C:11]1[CH:20]=[CH:19][C:18]2[C:13](=[CH:14][CH:15]=[C:16]([OH:21])[CH:17]=2)[N:12]=1)[C:5](O)=[O:6].O=S(Cl)Cl.Cl.[NH4+:27].[OH-]>>[Cl:1][C:2]1[CH:3]=[C:4]([CH:8]=[CH:9][C:10]=1[C:11]1[CH:20]=[CH:19][C:18]2[C:13](=[CH:14][CH:15]=[C:16]([OH:21])[CH:17]=2)[N:12]=1)[C:5]([NH2:27])=[O:6] |f:3.4|. Starting materials: CN(C)C=O, FC(F)(F)CCl, ClCCl, Nc1ccc(S)cc1, [Na+], [OH-], O. Yields the product Nc1ccc(SCC(F)(F)F)cc1. Reaction SMILES: [CH3:1][N:2]([CH3:3])[CH:4]=[O:5].[Cl:16][CH2:17][C:18]([F:19])([F:20])[F:21].[Cl:23][CH2:24][Cl:25].[NH2:8][c:9]1[cH:10][cH:11][c:12]([SH:15])[cH:13][cH:14]1.[Na+:7].[OH-:6].[OH2:22]>>[NH2:8][c:9]1[cH:10][cH:11][c:12]([S:15][CH2:17][C:18]([F:19])([F:20])[F:21])[cH:13][cH:14]1. The reactants are [N+](=O)([O-])C1=C(C=CC=C1[N+](=O)[O-])C (2,3-dinitrotoluene), COC(N(C)C)OC (dimethylformamide dimethylacetal), enamine, Cl[Si](C)(C)C (chlorotrimethylsilane). Run in CN(C)C=O (DMF), CO (MeOH). Reaction conditions: time 16 hour. The product is COC(CC1=C(C(=CC=C1)[N+](=O)[O-])[N+](=O)[O-])OC (1-(2,2-dimethoxy-ethyl)-2,3-dinitro-benzene). Yield: 43.5%. Reaction SMILES: [N+:1]([C:4]1[C:9]([N+:10]([O-:12])=[O:11])=[CH:8][CH:7]=[CH:6][C:5]=1[CH3:13])([O-:3])=[O:2].[CH3:14][O:15][CH:16]([O:20][CH3:21])N(C)C.Cl[Si](C)(C)C>CN(C=O)C.CO>[CH3:14][O:15][CH:16]([O:20][CH3:21])[CH2:13][C:5]1[CH:6]=[CH:7][CH:8]=[C:9]([N+:10]([O-:12])=[O:11])[C:4]=1[N+:1]([O-:3])=[O:2]. Reported procedure: To a solution of 2,3-dinitrotoluene (3.02 g, 16.6 mmol) in 25 mL of DMF was added dimethylformamide dimethylacetal (6.0 mL, 5.4 g, 45 mmol), and the solution was brought to 140° C. and stirred for 16 hours. The solvent was removed under reduced pressure to afford a dark red solid mass. This crude enamine was dissolved in 40 mL of MeOH and 4.0 mL of chlorotrimethylsilane (3.4 g, 31.7 mmol) was added. The solution was brought to reflux and stirred for 16 hours at reflux. The solvent was removed un...